The task is: describe an organic reaction: reactants, conditions, products, and yield. This data is from the Open Reaction Database (ORD), a public repository of structured organic reaction records. Reactants: C1(=CC=CC=C1)COC=1C=C2C=CN(C2=CC1)N(C1=CC=NC=C1)CCC (5-phenylmethoxy-1-(propyl-4-pyridinylamino)-1H-indole). Reagents/catalysts: [Pd] (Pd/C). Solvent: C(C)O (ethanol), C(C)O (ethanol). Run at time 48 hour. The product is C(CC)N(N1C=CC2=CC(=CC=C12)O)C1=CC=NC=C1 (1-(Propyl-4-pyridinylamino)-1H-indol-5-ol). Isolated yield 98.1%. RXN SMILES: C1(C[O:8][C:9]2[CH:10]=[C:11]3[C:15](=[CH:16][CH:17]=2)[N:14]([N:18]([CH2:25][CH2:26][CH3:27])[C:19]2[CH:24]=[CH:23][N:22]=[CH:21][CH:20]=2)[CH:13]=[CH:12]3)C=CC=CC=1>C(O)C.[Pd]>[CH2:25]([N:18]([C:19]1[CH:24]=[CH:23][N:22]=[CH:21][CH:20]=1)[N:14]1[C:15]2[C:11](=[CH:10][C:9]([OH:8])=[CH:17][CH:16]=2)[CH:12]=[CH:13]1)[CH2:26][CH3:27]. Reported procedure: To 0.3 g of 10% Pd/C in 10 ml of absolute ethanol was added 5-phenylmethoxy-1-(propyl-4-pyridinylamino)-1H-indole (3.0 g) in 240 ml of ethanol and this was hydrogenated on a Parr apparatus for 48 hours at 50° C. and 50 psig H2. The reaction mixture was then filtered and the filtrate concentrated to yield an oil (2.2 g), which was eluted with 5% methanol/dichloromethane on a silica gel column via HPLC. The desired fractions were concentrated to yield a solid (1.8 g) which was recrystallized from ... Product: Cc1ccccc1C(O)C(=O)O. The reactants are Cc1ccccc1C(=O)C(=O)O, O=CO, [Ir], O. As a reaction SMILES: [CH3:2][c:3]1[c:4]([C:9]([C:10](=[O:11])[OH:12])=[O:13])[cH:5][cH:6][cH:7][cH:8]1.[CH:15]([OH:16])=[O:17].[Ir:14].[OH2:1]>>[CH3:2][c:3]1[c:4]([CH:9]([C:10](=[O:11])[OH:12])[OH:13])[cH:5][cH:6][cH:7][cH:8]1. Product: Nc1c(NCCOCCCc2cccnc2)c2ccccc2n2nnnc12. RXN SMILES: [CH3:32][CH2:33][OH:34].[H:30][H:31].[N+:1]([O-:2])(=[O:3])[c:4]1[c:5]2[n:6]([c:7]3[cH:8][cH:9][cH:10][cH:11][c:12]3[c:13]1[NH:14][CH2:15][CH2:16][O:17][CH2:18][CH2:19][CH2:20][c:21]1[cH:22][n:23][cH:24][cH:25][cH:26]1)[n:27][n:28][n:29]2>>[NH2:1][c:4]1[c:5]2[n:6]([c:7]3[cH:8][cH:9][cH:10][cH:11][c:12]3[c:13]1[NH:14][CH2:15][CH2:16][O:17][CH2:18][CH2:19][CH2:20][c:21]1[cH:22][n:23][cH:24][cH:25][cH:26]1)[n:27][n:28][n:29]2. The reactants are CCO, [H][H], O=[N+]([O-])c1c(NCCOCCCc2cccnc2)c2ccccc2n2nnnc12.